This data is from the Open Reaction Database (ORD), a public repository of structured organic reaction records. The task is: describe an organic reaction: reactants, conditions, products, and yield Starting materials: O=C1NC2=C(CCN1C1CCN(CC1)C(=O)O[C@@H](C(=O)N1CCC(CC1)C1CCN(CC1)CC(=O)O)CC1=CC(=C(C(=C1)C)O)C)C=CC=C2 ((R)-2-(1′-carboxymethyl-4,4′-bipiperidinyl-1-yl)-1-(4-hydroxy-3,5-dimethyl-benzyl)-2-oxo-ethyl 4-(2-oxo-1,2,4,5-tetrahydro-1,3-benzodiazepin-3-yl)-piperidine-1-carboxylate), OCCN1C(CCCC1)=O (1-(2-hydroxyethyl)-piperidin-2-one). The solvent is C(Cl)Cl (DCM). Product: O=C1NC2=C(CCN1C1CCN(CC1)C(=O)O[C@@H](C(N1CCC(CC1)C1CCN(CC1)CC(=O)OCCN1C(CCCC1)=O)=O)CC1=CC(=C(C(=C1)C)O)C)C=CC=C2 ((R)-1-(4-hydroxy-3,5-dimethyl-benzyl)-2-oxo-2-{1′-[2-(2-oxo-piperidin-1-yl)-ethoxycarbonyl-methyl]-4,4′-bipiperidinyl-1-yl}-ethyl 4-(2-oxo-1,2,4,5-tetrahydro-1,3-benzodiazepin-3-yl)-piperidine-1-carboxylate). Reaction SMILES: [O:1]=[C:2]1[N:8]([CH:9]2[CH2:14][CH2:13][N:12]([C:15]([O:17][C@H:18]([CH2:37][C:38]3[CH:43]=[C:42]([CH3:44])[C:41]([OH:45])=[C:40]([CH3:46])[CH:39]=3)[C:19]([N:21]3[CH2:26][CH2:25][CH:24]([CH:27]4[CH2:32][CH2:31][N:30]([CH2:33][C:34]([OH:36])=[O:35])[CH2:29][CH2:28]4)[CH2:23][CH2:22]3)=[O:20])=[O:16])[CH2:11][CH2:10]2)[CH2:7][CH2:6][C:5]2[CH:47]=[CH:48][CH:49]=[CH:50][C:4]=2[NH:3]1.O[CH2:52][CH2:53][N:54]1[CH2:59][CH2:58][CH2:57][CH2:56][C:55]1=[O:60]>C(Cl)Cl>[O:1]=[C:2]1[N:8]([CH:9]2[CH2:10][CH2:11][N:12]([C:15]([O:17][C@H:18]([CH2:37][C:38]3[CH:43]=[C:42]([CH3:44])[C:41]([OH:45])=[C:40]([CH3:46])[CH:39]=3)[C:19](=[O:20])[N:21]3[CH2:22][CH2:23][CH:24]([CH:27]4[CH2:32][CH2:31][N:30]([CH2:33][C:34]([O:36][CH2:52][CH2:53][N:54]5[CH2:59][CH2:58][CH2:57][CH2:56][C:55]5=[O:60])=[O:35])[CH2:29][CH2:28]4)[CH2:25][CH2:26]3)=[O:16])[CH2:13][CH2:14]2)[CH2:7][CH2:6][C:5]2[CH:47]=[CH:48][CH:49]=[CH:50][C:4]=2[NH:3]1. Procedure: Prepared analogously to Example 3c from 80 mg (0.12 mmol) (R)-2-(1′-carboxymethyl-4,4′-bipiperidinyl-1-yl)-1-(4-hydroxy-3,5-dimethyl-benzyl)-2-oxo-ethyl 4-(2-oxo-1,2,4,5-tetrahydro-1,3-benzodiazepin-3-yl)-piperidine-1-carboxylate and 33 mg (0.23 mmol) 1-(2-hydroxyethyl)-piperidin-2-one. After the elimination of the desiccant and solvent the residue was taken up in DCM and again purified by chromatography (silica gel, DCM/EtOH/NH3 95:5:0.5). The fractions containing the product were combined, con... Reactants: CCN(C(C)C)C(C)C, ClCCl, O=C(Cl)c1ccc(F)c(F)c1, CC(C)CC1(C(CCN)C(=O)OC(C)(C)C)CCN(CCc2ccccc2)C1=O. The product is CC(C)CC1(C(CCNC(=O)c2ccc(F)c(F)c2)C(=O)OC(C)(C)C)CCN(CCc2ccccc2)C1=O. RXN SMILES: [CH:30]([N:31]([CH:32]([CH3:33])[CH3:34])[CH2:35][CH3:36])([CH3:37])[CH3:38].[Cl:50][CH2:51][Cl:52].[F:39][c:40]1[cH:41][c:42]([C:43](=[O:44])[Cl:45])[cH:46][cH:47][c:48]1[F:49].[NH2:1][CH2:2][CH2:3][CH:4]([C:5](=[O:6])[O:7][C:8]([CH3:9])([CH3:10])[CH3:11])[C:12]1([CH2:26][CH:27]([CH3:28])[CH3:29])[C:13](=[O:25])[N:14]([CH2:17][CH2:18][c:19]2[cH:20][cH:21][cH:22][cH:23][cH:24]2)[CH2:15][CH2:16]1>>[NH:1]([CH2:2][CH2:3][CH:4]([C:5](=[O:6])[O:7][C:8]([CH3:9])([CH3:10])[CH3:11])[C:12]1([CH2:26][CH:27]([CH3:28])[CH3:29])[C:13](=[O:25])[N:14]([CH2:17][CH2:18][c:19]2[cH:20][cH:21][cH:22][cH:23][cH:24]2)[CH2:15][CH2:16]1)[C:43]([c:42]1[cH:41][c:40]([F:39])[c:48]([F:49])[cH:47][cH:46]1)=[O:44].